This data is from the Open Reaction Database (ORD), a public repository of structured organic reaction records. The task is: describe an organic reaction: reactants, conditions, products, and yield The reactants are N1([C@H](C(=O)N[C@H](CC2=CNC3=CC=CC=C23)C(=O)N[C@@H](CC2=CC=CC=C2)C(=O)N[C@H](CC2=CNC3=CC=CC=C23)C(=O)N[C@@H](CC(C)C)C(=O)N([C@@H](CCCC)C(=O)N)C)CCC1)C(=O)OC(C)(C)C (BocPro-DTrp-Phe-DTrp-Leu-MeNleNH2), FC(C(=O)O)(F)F (trifluoroacetic acid), C(C)(S)S (ethanedithiol). The solvent is CSC (dimethyl sulfide). Product: N1[C@H](C(=O)N[C@H](CC2=CNC3=CC=CC=C23)C(=O)N[C@@H](CC2=CC=CC=C2)C(=O)N[C@H](CC2=CNC3=CC=CC=C23)C(=O)N[C@@H](CC(C)C)C(=O)N([C@@H](CCCC)C(=O)N)C)CCCC1 (HPro-DTrp-Phe-DTrp-Leu-MeNleNH2). Reaction SMILES: [N:1]1(C(OC(C)(C)C)=O)C[CH2:63][CH2:62][C@H:2]1[C:3]([NH:5][C@@H:6]([C:17]([NH:19][C@H:20]([C:28]([NH:30][C@@H:31]([C:42]([NH:44][C@H:45]([C:50]([N:52]([CH3:61])[C@H:53]([C:58]([NH2:60])=[O:59])[CH2:54][CH2:55][CH2:56][CH3:57])=[O:51])[CH2:46][CH:47]([CH3:49])[CH3:48])=[O:43])[CH2:32][C:33]1[C:41]2[C:36](=[CH:37][CH:38]=[CH:39][CH:40]=2)[NH:35][CH:34]=1)=[O:29])[CH2:21][C:22]1[CH:27]=[CH:26][CH:25]=[CH:24][CH:23]=1)=[O:18])[CH2:7][C:8]1[C:16]2[C:11](=[CH:12][CH:13]=[CH:14][CH:15]=2)[NH:10][CH:9]=1)=[O:4].FC(F)(F)C(O)=O.[CH:79](S)(S)[CH3:80]>CSC>[NH:1]1[CH2:80][CH2:79][CH2:63][CH2:62][C@H:2]1[C:3]([NH:5][C@@H:6]([C:17]([NH:19][C@H:20]([C:28]([NH:30][C@@H:31]([C:42]([NH:44][C@H:45]([C:50]([N:52]([CH3:61])[C@H:53]([C:58]([NH2:60])=[O:59])[CH2:54][CH2:55][CH2:56][CH3:57])=[O:51])[CH2:46][CH:47]([CH3:49])[CH3:48])=[O:43])[CH2:32][C:33]1[C:41]2[C:36](=[CH:37][CH:38]=[CH:39][CH:40]=2)[NH:35][CH:34]=1)=[O:29])[CH2:21][C:22]1[CH:23]=[CH:24][CH:25]=[CH:26][CH:27]=1)=[O:18])[CH2:7][C:8]1[C:16]2[C:11](=[CH:12][CH:13]=[CH:14][CH:15]=2)[NH:10][CH:9]=1)=[O:4]. Procedure: Condensation of BocPro-DTrp-PheOH (part B of Example 17, 0.700 g.) and HDTrp-Leu-MeNleNH2 (0.520 g.) using dicyclohexylcarbodiimide and 1-hydroxybenzotriazole gave BocPro-DTrp-Phe-DTrp-Leu-MeNleNH2 in 64% yield. De-t-butoxycarbonylation of BocPro-DTrp-Phe-DTrp-Leu-MeNleNH2 (0.750 g.) using trifluoroacetic acid in dimethyl sulfide and ethanedithiol gave HPro-DTrp-Phe-DTrp-Leu-MeNleNH2, which was isolated as the amorphous white solid phosphate (1:1) salt tetrahydrate in 30% yield. Reactants: C(=O)C1=C(C=C(C=C1C(F)(F)F)C(F)(F)F)C=1C=CC(=NC1)C(=O)NCCC(=O)OCC (Ethyl 3-(5-(2-formyl-3,5-bis(trifluoromethyl)phenyl)picolinamido)propanoate), ClC1=CC=C(C=C1)C1=CC=C(C=C1)N (4′-chloro-[1,1′-biphenyl]-4-amine), [BH4-].[Na+] (NaBH4), CCO (EtOH), CCO (EtOH), [BH4-].[Na+] (NaBH4). The solvent is CS(=O)C (DMSO), O (Water), CS(=O)C (DMSO), C(Cl)Cl (DCM), NaH2PO4. Run at temperature 100 celsius, time 30 minute. Yields the product ClC1=CC=C(C=C1)C1=CC=C(C=C1)NCC1=C(C=C(C=C1C(F)(F)F)C(F)(F)F)C=1C=CC(=NC1)C(=O)NCCC(=O)OCC (ethyl 3-(5-(2-(((4′-chloro-[1,1′-biphenyl]-4-yl)amino)methyl)-3,5-bis(trifluoromethyl)phenyl)picolinamido)propanoate). RXN SMILES: [CH:1]([C:3]1[C:8]([C:9]([F:12])([F:11])[F:10])=[CH:7][C:6]([C:13]([F:16])([F:15])[F:14])=[CH:5][C:4]=1[C:17]1[CH:18]=[CH:19][C:20]([C:23]([NH:25][CH2:26][CH2:27][C:28]([O:30][CH2:31][CH3:32])=[O:29])=[O:24])=[N:21][CH:22]=1)=O.[Cl:33][C:34]1[CH:39]=[CH:38][C:37]([C:40]2[CH:45]=[CH:44][C:43]([NH2:46])=[CH:42][CH:41]=2)=[CH:36][CH:35]=1.CCO.[BH4-].[Na+]>CS(C)=O.C(Cl)Cl.O>[Cl:33][C:34]1[CH:35]=[CH:36][C:37]([C:40]2[CH:45]=[CH:44][C:43]([NH:46][CH2:1][C:3]3[C:8]([C:9]([F:12])([F:10])[F:11])=[CH:7][C:6]([C:13]([F:14])([F:15])[F:16])=[CH:5][C:4]=3[C:17]3[CH:18]=[CH:19][C:20]([C:23]([NH:25][CH2:26][CH2:27][C:28]([O:30][CH2:31][CH3:32])=[O:29])=[O:24])=[N:21][CH:22]=3)=[CH:42][CH:41]=2)=[CH:38][CH:39]=1 |f:3.4|. Procedure details: Ethyl 3-(5-(2-formyl-3,5-bis(trifluoromethyl)phenyl)picolinamido)propanoate (76 mg, 0.16 mmol) and 4′-chloro-[1,1′-biphenyl]-4-amine (40 mg, 0.20 mmol) in DMSO (0.16 mL) was stirred at 100° C. After 30 min EtOH (0.16 mL) was added and the resulting homogeneous solution was stirred at 100° C. After 1 h the resulting homogeneous solution was cooled to room temperature, and NaBH4 (20 mg, 0.53 mmol), EtOH (1 mL), and DMSO (0.5 mL) were added and the resulting mixture was stirred. After 30 min, addit... Starting materials: Cc1cccc(N=C=O)c1, CCC1CCC(C)N(C(=O)CN(C(=O)CN)c2ccccc2)C1. Yields the product CCC1CCC(C)N(C(=O)CN(C(=O)CNC(=O)Nc2cccc(C)c2)c2ccccc2)C1. RXN SMILES: [CH3:24][c:25]1[cH:26][c:27]([N:31]=[C:32]=[O:33])[cH:28][cH:29][cH:30]1.[NH2:1][CH2:2][C:3](=[O:4])[N:5]([c:6]1[cH:7][cH:8][cH:9][cH:10][cH:11]1)[CH2:12][C:13](=[O:14])[N:15]1[CH:16]([CH3:23])[CH2:17][CH2:18][CH:19]([CH2:21][CH3:22])[CH2:20]1>>[NH:1]([CH2:2][C:3](=[O:4])[N:5]([c:6]1[cH:7][cH:8][cH:9][cH:10][cH:11]1)[CH2:12][C:13](=[O:14])[N:15]1[CH:16]([CH3:23])[CH2:17][CH2:18][CH:19]([CH2:21][CH3:22])[CH2:20]1)[C:32]([NH:31][c:27]1[cH:26][c:25]([CH3:24])[cH:30][cH:29][cH:28]1)=[O:33]. Starting materials: ClC1=CC=C(CN)C=C1 (4-chlorobenzylamine), ClC1=CC=C2C(=C(C=NC2=C1)C(=O)O)O (7-Chloro-4-hydroxy-3-quinolinecarboxylic acid), C(=O)(N1C=NC=C1)N1C=NC=C1 (1,1'-carbonyl diimidazole), O (water), O (water). Run in CN(C=O)C (N,N-dimethylformamide). Run at temperature 50 celsius, time 5 minute. Product: ClC1=CC=C2C(=C(C=NC2=C1)C(=O)NCC1=CC=C(C=C1)Cl)O (7-Chloro-N-((4-chlorophenyl)methyl)-4-hydroxy-3-quinoline-carboxamide). As a reaction SMILES: [Cl:1][C:2]1[CH:11]=[C:10]2[C:5]([C:6]([OH:15])=[C:7]([C:12]([OH:14])=O)[CH:8]=[N:9]2)=[CH:4][CH:3]=1.C(N1C=CN=C1)(N1C=CN=C1)=O.O.[Cl:29][C:30]1[CH:37]=[CH:36][C:33]([CH2:34][NH2:35])=[CH:32][CH:31]=1>CN(C)C=O>[Cl:1][C:2]1[CH:11]=[C:10]2[C:5]([C:6]([OH:15])=[C:7]([C:12]([NH:35][CH2:34][C:33]3[CH:36]=[CH:37][C:30]([Cl:29])=[CH:31][CH:32]=3)=[O:14])[CH:8]=[N:9]2)=[CH:4][CH:3]=1. Procedure: 7-Chloro-4-hydroxy-3-quinolinecarboxylic acid (500 mg) (Org. Syn. Coll. 3:272-275 (1955)) is dissolved in N,N-dimethylformamide (20 mL) and to the mixture is added 1,1'-carbonyl diimidazole (399 mg). The mixture is heated at 50° C. for 20 h and then allowed to cool to rt. The mixture is treated with water (200 mL) and then after 5 min, 4-chlorobenzylamine (300 mL) is added. The mixture is allowed to stir at rt for 2 days and then is poured into water (50 mL) and the resulting white precipitate i...